The task is: describe an organic reaction: reactants, conditions, products, and yield. This data is from the Open Reaction Database (ORD), a public repository of structured organic reaction records. Starting materials: O=C([O-])[O-], [Cs+], [Cs+], O=[N+]([O-])c1ccccc1CBr, Nc1nccn2c(C3CCC3)nc(-c3cccc(O)c3)c12, CN(C)C=O. Product: Nc1nccn2c(C3CCC3)nc(-c3cccc(OCc4ccccc4[N+](=O)[O-])c3)c12. RXN SMILES: [C:22](=[O:23])([O-:24])[O-:25].[Cs+:26].[Cs+:27].[N+:28](=[O:29])([O-:30])[c:31]1[c:32]([CH2:33][Br:34])[cH:35][cH:36][cH:37][cH:38]1.[NH2:1][c:2]1[c:3]2[n:4]([cH:5][cH:6][n:7]1)[c:8]([CH:18]1[CH2:19][CH2:20][CH2:21]1)[n:9][c:10]2-[c:11]1[cH:12][c:13]([OH:17])[cH:14][cH:15][cH:16]1.[O:39]=[CH:40][N:41]([CH3:42])[CH3:43]>>[NH2:1][c:2]1[c:3]2[n:4]([cH:5][cH:6][n:7]1)[c:8]([CH:18]1[CH2:19][CH2:20][CH2:21]1)[n:9][c:10]2-[c:11]1[cH:12][c:13]([O:17][CH2:33][c:32]2[c:31]([N+:28](=[O:29])[O-:30])[cH:38][cH:37][cH:36][cH:35]2)[cH:14][cH:15][cH:16]1. Starting materials: C(C1=CC=CC=C1)N1C[C@@H]([C@H](C1)C1=CC=CC=C1)C=O (1-benzyl-3-(R)-formyl-4-(S)-phenylpyrrolidine), C1(=CC=CC=C1)C1CCNCC1 (4-phenylpiperidine), C(=O)(O)[O-].[Na+] (NaHCO3), C(C)(=O)O[BH-](OC(C)=O)OC(C)=O.[Na+] (sodium triacetoxyborohydride). Solvent: ClCCCl (1,2-dichlorethane). Reaction conditions: time 1 hour. Product: C1(=CC=CC=C1)CN1C[C@@H]([C@H](C1)C1=CC=CC=C1)CN1CCC(CC1)C1=CC=CC=C1 (1-Phenylmethyl-3-(S)-((4-phenylpiperidin-1-yl)methyl)-4-(S)-phenylpyrrolidine). Reaction SMILES: [CH2:1]([N:8]1[CH2:12][C@H:11]([C:13]2[CH:18]=[CH:17][CH:16]=[CH:15][CH:14]=2)[C@@H:10]([CH:19]=O)[CH2:9]1)[C:2]1[CH:7]=[CH:6][CH:5]=[CH:4][CH:3]=1.[C:21]1([CH:27]2[CH2:32][CH2:31][NH:30][CH2:29][CH2:28]2)[CH:26]=[CH:25][CH:24]=[CH:23][CH:22]=1.C(O[BH-](OC(=O)C)OC(=O)C)(=O)C.[Na+].C([O-])(O)=O.[Na+]>ClCCCl>[C:2]1([CH2:1][N:8]2[CH2:12][C@H:11]([C:13]3[CH:18]=[CH:17][CH:16]=[CH:15][CH:14]=3)[C@@H:10]([CH2:19][N:30]3[CH2:31][CH2:32][CH:27]([C:21]4[CH:26]=[CH:25][CH:24]=[CH:23][CH:22]=4)[CH2:28][CH2:29]3)[CH2:9]2)[CH:7]=[CH:6][CH:5]=[CH:4][CH:3]=1 |f:2.3,4.5|. Procedure details: To a solution of 2.68 g (10 mmol) of 1-benzyl-3-(R)-formyl-4-(S)-phenylpyrrolidine in 10 mL of 1,2-dichlorethane was added 2.0 g (12 mmol) of 4-phenylpiperidine. To this was added 3.2 g (15 mmol) of sodium triacetoxyborohydride and the solution was stirred at room temperature for 1 h. The reaction was poured into 50 mL of saturated NaHCO3 solution and the mixture was extracted with three portions of ethyl acetate. The combined organic extracts were washed with brine, dried over MgSO4, filtered a... As a reaction SMILES: C([O:8][C:9]1[C:10]([NH2:15])=[N:11][CH:12]=[CH:13][CH:14]=1)C1C=CC=CC=1.P(Cl)(Cl)([Cl:18])=[O:17].[ClH:21].[C:22]1([CH3:28])[CH:27]=[CH:26]C=[CH:24][CH:23]=1>>[ClH:18].[Cl:21][CH2:24][CH2:23][C:22]1[C:28](=[O:17])[N:11]2[CH:12]=[CH:13][CH:14]=[C:9]([OH:8])[C:10]2=[N:15][C:27]=1[CH3:26] |f:4.5|. Starting materials: Cl (hydrochloric acid), C1(=CC=CC=C1)C (toluene), C(C1=CC=CC=C1)OC=1C(=NC=CC1)N (3-benzyloxy-2-aminopyridine), P(=O)(Cl)(Cl)Cl (phosphorusoxychloride), C1(=CC=CC=C1)C (toluene), 3-acetyldihydrofuran-2(3H)-2. Run at temperature 50 celsius, time 18 hour. Reported procedure: A mixture of 3-benzyloxy-2-aminopyridine (formula-2) (100 grams), toluene (3.5 L) and phosphorusoxychloride (139 ml) was heated to 50° C. 3-acetyldihydrofuran-2(3H)-2-one (218 grams) (formula-3) was added to the reaction mixture, heated to 95° C. and stirred for 18 hrs. The solvent was distilled off under reduced pressure to obtain a residue which was cooled to 40° C. and toluene (500 ml) was added to it. A solution of concentrated hydrochloric acid (600 ml) was added to the reaction mixture, he... Yields the product Cl.ClCCC1=C(N=C2N(C1=O)C=CC=C2O)C (3-(2-chloroethyl)-9-hydroxy-2-methyl-4H-pyrido[1,2-a]pyrimidin-4-one hydrochloride). Starting materials: Br, COc1ccc2c(c1F)CN(Nc1ccncc1)C2, O. The product is Br, Oc1ccc2c(c1F)CN(Nc1ccncc1)C2. RXN SMILES: [BrH:20].[F:1][c:2]1[c:3]2[c:7]([cH:8][cH:9][c:10]1[O:11][CH3:12])[CH2:6][N:5]([NH:13][c:14]1[cH:15][cH:16][n:17][cH:18][cH:19]1)[CH2:4]2.[OH2:21]>>[BrH:20].[F:1][c:2]1[c:3]2[c:7]([cH:8][cH:9][c:10]1[OH:11])[CH2:6][N:5]([NH:13][c:14]1[cH:15][cH:16][n:17][cH:18][cH:19]1)[CH2:4]2. The reactants are ice, CN1C(=CC2=CC=CC=C12)CCC(=O)OCC (ethyl 3-(1-methylindol-2-yl)propionate), [H-].[Al+3].[Li+].[H-].[H-].[H-] (lithium aluminum hydride), O (water), [OH-].[Na+] (sodium hydroxide). Run in O1CCCC1 (tetrahydrofuran). Reaction conditions: time 1 hour. The product is CN1C(=CC2=CC=CC=C12)CCCO (3-(1-methylindol-2-yl)propan-1-ol). The yield is 64.1%. Reaction SMILES: [CH3:1][N:2]1[C:10]2[C:5](=[CH:6][CH:7]=[CH:8][CH:9]=2)[CH:4]=[C:3]1[CH2:11][CH2:12][C:13](OCC)=[O:14].[H-].[Al+3].[Li+].[H-].[H-].[H-].O.[OH-].[Na+]>O1CCCC1>[CH3:1][N:2]1[C:10]2[C:5](=[CH:6][CH:7]=[CH:8][CH:9]=2)[CH:4]=[C:3]1[CH2:11][CH2:12][CH2:13][OH:14] |f:1.2.3.4.5.6,8.9|. Procedure: To an ice-cooled solution of ethyl 3-(1-methylindol-2-yl)propionate (2.0 g, 8.65 mmol) in tetrahydrofuran (20 ml) was added lithium aluminum hydride (328 mg, 8.65 mmol) by small portions under nitrogen atmosphere. After the mixture was stirred for 1 hour, water and aqueous 15% sodium hydroxide solution were added successively to the mixture. The resulting precipitates were filtrated off through Celite and washed with tetrahydrofuran. The filtrate was dried over magnesium sulfate and concentrated... The reactants are C1N2CN3CN1CN(C2)C3 (urotropine), Cl.NCC1=C(C(=CC(=C1)C(C)(C)C)S(=O)(=O)C)O (2-aminomethyl-4-(1,1-dimethylethyl)-6-methylsulfonylphenol hydrochloride), FC(C(=O)O)(F)F (trifluoroacetic acid), Cl (hydrochloric acid). The product is C(=O)C1=C(C(=CC(=C1)C(C)(C)C)S(=O)(=O)C)O (2-formyl-4-(1,1-dimethylethyl)-6-methylsulfonylphenol). Reaction SMILES: Cl.N[CH2:3][C:4]1[CH:9]=[C:8]([C:10]([CH3:13])([CH3:12])[CH3:11])[CH:7]=[C:6]([S:14]([CH3:17])(=[O:16])=[O:15])[C:5]=1[OH:18].C1N2CN3CN(C2)CN1C3.Cl.FC(F)(F)C(O)=[O:33]>>[CH:3]([C:4]1[CH:9]=[C:8]([C:10]([CH3:13])([CH3:12])[CH3:11])[CH:7]=[C:6]([S:14]([CH3:17])(=[O:16])=[O:15])[C:5]=1[OH:18])=[O:33] |f:0.1|. Reported procedure: 14.65 g (0.05 mol) of 2-aminomethyl-4-(1,1-dimethylethyl)-6-methylsulfonylphenol hydrochloride are dissolved in 100 ml of trifluoroacetic acid, 9 g (0.065 mol) of urotropine (hexamethylenetetraamine) are added, and the mixture is boiled under reflux for 2.5 h. Then 50 ml of 4 N hydrochloric acid are added, the mixture is again boiled under reflux for 10 minutes, and the reaction mixture is poured onto ice-water and filtered with suction. Pale yellow crystals of melting point: 134°-136° C. Reactants: C1CCOC1, CC(C)=O, CCOC(C)=O, Cl, [Na+], O=C([O-])O, Cc1ccc(S(=O)(=O)n2ccc3c(Cl)c(CCC4OCCO4)cnc32)cc1, O, Cc1ccc(S(=O)(=O)[O-])cc1, c1cc[nH+]cc1. Product: Cc1ccc(S(=O)(=O)n2ccc3c(Cl)c(CCC=O)cnc32)cc1. Reaction SMILES: [CH2:51]1[O:52][CH2:53][CH2:54][CH2:55]1.[CH3:56][C:57](=[O:58])[CH3:59].[CH3:60][CH2:61][O:62][C:63]([CH3:64])=[O:65].[ClH:28].[Na+:33].[O-:29][C:30]([OH:31])=[O:32].[O:1]1[CH:2]([CH2:6][CH2:7][c:8]2[c:9]([Cl:27])[c:10]3[c:11]([n:12][cH:13]2)[n:14]([S:17](=[O:18])(=[O:19])[c:20]2[cH:21][cH:22][c:23]([CH3:24])[cH:25][cH:26]2)[cH:15][cH:16]3)[O:5][CH2:4][CH2:3]1.[OH2:66].[c:34]1([CH3:35])[cH:36][cH:37][c:38]([S:39]([O-:40])(=[O:41])=[O:42])[cH:43][cH:44]1.[nH+:45]1[cH:46][cH:47][cH:48][cH:49][cH:50]1>>[O:1]=[CH:2][CH2:6][CH2:7][c:8]1[c:9]([Cl:27])[c:10]2[c:11]([n:12][cH:13]1)[n:14]([S:17](=[O:18])(=[O:19])[c:20]1[cH:21][cH:22][c:23]([CH3:24])[cH:25][cH:26]1)[cH:15][cH:16]2. Starting materials: O=C(CBr)Nc1nc(-c2ccco2)c(C(=O)C2CCOCC2)s1, CCO, CC[O-], [Na+]. Yields the product CCOCC(=O)Nc1nc(-c2ccco2)c(C(=O)C2CCOCC2)s1. RXN SMILES: [Br:5][CH2:6][C:7](=[O:8])[NH:9][c:10]1[s:11][c:12]([C:20](=[O:21])[CH:22]2[CH2:23][CH2:24][O:25][CH2:26][CH2:27]2)[c:13](-[c:15]2[o:16][cH:17][cH:18][cH:19]2)[n:14]1.[CH3:28][CH2:29][OH:30].[CH3:2][CH2:3][O-:4].[Na+:1]>>[CH3:2][CH2:3][O:4][CH2:6][C:7](=[O:8])[NH:9][c:10]1[s:11][c:12]([C:20](=[O:21])[CH:22]2[CH2:23][CH2:24][O:25][CH2:26][CH2:27]2)[c:13](-[c:15]2[o:16][cH:17][cH:18][cH:19]2)[n:14]1.